This data is from the Open Reaction Database (ORD), a public repository of structured organic reaction records. The task is: describe an organic reaction: reactants, conditions, products, and yield Reactants: O1C(=CC=C1)C(=O)C#N (2-furoylcyanide), C (charcoal), CO (methanol), Cl (hydrochloric acid), O (water). Conditions: time 24 hour. Product: O1C(=CC=C1)C(C(=O)O)=O (2-Furaneglyoxylic Acid). As a reaction SMILES: [O:1]1[CH:5]=[CH:4][CH:3]=[C:2]1[C:6]([C:8]#N)=[O:7].Cl.[OH2:11].C.C[OH:14]>>[O:1]1[CH:5]=[CH:4][CH:3]=[C:2]1[C:6](=[O:7])[C:8]([OH:14])=[O:11]. Reported procedure: The 24.5 g. of crude 2-furoylcyanide was mixed with 160 ml. concentrated hydrochloric acid at 25° C. with intermittent stirring. The reaction was stored for 24 hours at 25° C. and diluted with 80 ml. of water. The reaction was stirred for 5 minutes and filtered. The filtrate was saturated with sodium chloride and extracted with 5 × 120 ml. of 1:1 ether-ethyl acetate solution. The extracts were combined, dried over anhydrous magnesium sulfate and evaporated at 30° C. (15 mm.) to give a brownish-o... Starting materials: ClC1=CC=C(CN2C=C(C3=CC=CC=C23)C(C(=O)NC2=CC(=NS2)C)=O)C=C1 (2-[1-(4-chlorobenzyl)-1H-indol-3-yl]-N-(3-methyl-isothiazol-5-yl)-2-oxo-acetamide), Cl.NO (hydroxylamine hydrochloride), C(C)(=O)[O-].[Na+] (sodium acetate), ice H2O. Solvent: CCO (EtOH), C1CCOC1 (THF). Yields the product ClC1=CC=C(CN2C=C(C3=CC=CC=C23)C(C(=O)NC2=CC(=NS2)C)=NO)C=C1 (2-[1-(4-Chloro-benzyl)-1H-indol-3-yl]-2-hydroxyimino-N-(3-methyl-isothiazol-5-yl)-acetamide). RXN SMILES: [Cl:1][C:2]1[CH:28]=[CH:27][C:5]([CH2:6][N:7]2[C:15]3[C:10](=[CH:11][CH:12]=[CH:13][CH:14]=3)[C:9]([C:16](=O)[C:17]([NH:19][C:20]3[S:24][N:23]=[C:22]([CH3:25])[CH:21]=3)=[O:18])=[CH:8]2)=[CH:4][CH:3]=1.Cl.[NH2:30][OH:31].C([O-])(=O)C.[Na+]>CCO.C1COCC1>[Cl:1][C:2]1[CH:28]=[CH:27][C:5]([CH2:6][N:7]2[C:15]3[C:10](=[CH:11][CH:12]=[CH:13][CH:14]=3)[C:9]([C:16](=[N:30][OH:31])[C:17]([NH:19][C:20]3[S:24][N:23]=[C:22]([CH3:25])[CH:21]=3)=[O:18])=[CH:8]2)=[CH:4][CH:3]=1 |f:1.2,3.4|. Procedure details: A stirred mixture of 2-[1-(4-chlorobenzyl)-1H-indol-3-yl]-N-(3-methyl-isothiazol-5-yl)-2-oxo-acetamide (0.102 g, 0.25 mmol), hydroxylamine hydrochloride (17 mg, 0.25 mmol), and sodium acetate (0.1 g, 1.2 mmol) in EtOH (3 mL) and THF (3 mL) was heated to reflux for 3 days. After being cooled to rt, the reaction mixture was poured into ice-H2O (20 mL). The precipitated product 2-[1-(4-Chloro-benzyl)-1H-indol-3-yl]-2-hydroxyimino-N-(3-methyl-isothiazol-5-yl)-acetamide was collected by filtration, w... Starting materials: CS(C)=O, [H-], Nc1cc(Cl)ncn1, [Na+], Oc1ccc2cc[nH]c2c1. The product is Nc1cc(Oc2ccc3cc[nH]c3c2)ncn1. RXN SMILES: [CH3:21][S:22](=[O:23])[CH3:24].[H-:1].[NH2:13][c:14]1[cH:15][c:16]([Cl:20])[n:17][cH:18][n:19]1.[Na+:2].[OH:3][c:4]1[cH:5][cH:6][c:7]2[cH:8][cH:9][nH:10][c:11]2[cH:12]1>>[O:3]([c:4]1[cH:5][cH:6][c:7]2[cH:8][cH:9][nH:10][c:11]2[cH:12]1)[c:16]1[cH:15][c:14]([NH2:13])[n:19][cH:18][n:17]1.